From a dataset of the Open Reaction Database (ORD), a public repository of structured organic reaction records. describe an organic reaction: reactants, conditions, products, and yield The reactants are C(CC)C(CO)(CO)CO (2-n-propyl-2-hydroxymethyl-propan-1,3-diol), C(CCCCC)=O (n-hexanal), C(CCCCCC)=O (n-heptanal). Product: C(CCC)C(CO)(CO)CO (2-n-Butyl-2-hydroxymethyl-propan-1,3-diol), C(CCCC)C(C)(C(O)O)CO (2-n-pentyl-2-hydroxymethyl-propan-3,3-diol). Reaction SMILES: [CH:1](=[O:7])CCCCC.[CH:8](=O)[CH2:9]CCCCC.[CH2:16]([C:19]([CH2:24][OH:25])([CH2:22][OH:23])[CH2:20][OH:21])[CH2:17][CH3:18]>>[CH2:16]([C:19]([CH2:24][OH:25])([CH2:22][OH:23])[CH2:20][OH:21])[CH2:17][CH2:18][CH3:1].[CH2:16]([C:19]([CH2:20][OH:21])([CH:22]([OH:23])[OH:7])[CH3:24])[CH2:17][CH2:18][CH2:8][CH3:9]. Procedure details: 2-n-Butyl-2-hydroxymethyl-propan-1,3-diol and 2-n-pentyl-2-hydroxymethyl-propan-3,3-diol were prepared from n-hexanal and n-heptanal respectively in a manner analogous to that described for the synthesis of 2-n-propyl-2-hydroxymethyl-propan-1,3-diol.